This data is from the Open Reaction Database (ORD), a public repository of structured organic reaction records. The task is: describe an organic reaction: reactants, conditions, products, and yield Reactants: C1CCOC1, Cc1ccc(S(=O)(=O)O)cc1, CNC1CNCC1OC, CO, O, Cc1ccc(S(=O)(=O)O)cc1. The product is Cc1ccc(S(=O)(=O)[O-])cc1, CNC1CNCC1OC. RXN SMILES: [CH2:33]1[O:34][CH2:35][CH2:36][CH2:37]1.[CH3:10][c:11]1[cH:12][cH:13][c:14]([S:17]([OH:18])(=[O:19])=[O:20])[cH:15][cH:16]1.[CH3:1][O:2][CH:3]1[CH:4]([NH:8][CH3:9])[CH2:5][NH:6][CH2:7]1.[CH3:38][OH:39].[OH2:21].[c:22]1([CH3:23])[cH:24][cH:25][c:26]([S:27]([OH:28])(=[O:29])=[O:30])[cH:31][cH:32]1>>[CH3:10][c:11]1[cH:12][cH:13][c:14]([S:17](=[O:18])(=[O:19])[O-:20])[cH:15][cH:16]1.[CH3:1][O:2][CH:3]1[CH:4]([NH:8][CH3:9])[CH2:5][NH:6][CH2:7]1. The reactants are Cl, Cl, Cl, NC1CCN(CCN2CCCCCC2)CC1, O=C(O)c1cc2c(OCc3ccoc3)cccc2[nH]1. Yields the product O=C(NC1CCN(CCN2CCCCCC2)CC1)c1cc2c(OCc3ccoc3)cccc2[nH]1. As a reaction SMILES: [ClH:20].[ClH:21].[ClH:22].[N:23]1([CH2:30][CH2:31][N:32]2[CH2:33][CH2:34][CH:35]([NH2:38])[CH2:36][CH2:37]2)[CH2:24][CH2:25][CH2:26][CH2:27][CH2:28][CH2:29]1.[o:1]1[cH:2][c:3]([CH2:6][O:7][c:8]2[c:9]3[cH:10][c:11]([C:17](=[O:18])[OH:19])[nH:12][c:13]3[cH:14][cH:15][cH:16]2)[cH:4][cH:5]1>>[o:1]1[cH:2][c:3]([CH2:6][O:7][c:8]2[c:9]3[cH:10][c:11]([C:17](=[O:19])[NH:38][CH:35]4[CH2:34][CH2:33][N:32]([CH2:31][CH2:30][N:23]5[CH2:24][CH2:25][CH2:26][CH2:27][CH2:28][CH2:29]5)[CH2:37][CH2:36]4)[nH:12][c:13]3[cH:14][cH:15][cH:16]2)[cH:4][cH:5]1.